Task: describe an organic reaction: reactants, conditions, products, and yield. Dataset: the Open Reaction Database (ORD), a public repository of structured organic reaction records The reactants are CN1CCN(C(=O)c2ccc(CNC(=O)OC(C)(C)C)cc2)CC1, CI, O=C(O)C(F)(F)F, [H-], [Na+], CN(C)C=O. Yields the product CNCc1ccc(C(=O)N2CCN(C)CC2)cc1. As a reaction SMILES: [C:1]([O:2][C:6](=[O:3])[NH:7][CH2:8][c:9]1[cH:10][cH:11][c:12]([C:15](=[O:16])[N:17]2[CH2:18][CH2:19][N:20]([CH3:23])[CH2:21][CH2:22]2)[cH:13][cH:14]1)([CH3:4])([CH3:5])[CH3:24].[CH3:27][I:28].[F:29][C:30]([F:31])([F:32])[C:33]([OH:34])=[O:35].[H-:25].[Na+:26].[O:36]=[CH:37][N:38]([CH3:39])[CH3:40]>>[CH3:6][NH:7][CH2:8][c:9]1[cH:10][cH:11][c:12]([C:15](=[O:16])[N:17]2[CH2:18][CH2:19][N:20]([CH3:23])[CH2:21][CH2:22]2)[cH:13][cH:14]1. The reactants are C(C)OC(C)O[C@@H]1C(C(C[C@H](C1)OC(C)OCC)O[Si](C1=CC=CC=C1)(C1=CC=CC=C1)C(C)(C)C)C ((1S,5S)-1,5-Bis(1-ethoxyethoxy)-3-[[(1,1- dimethylethyl)diphenylsilyl]oxy]-2-methylcyclohexane), [F-].C(CCC)[N+](CCCC)(CCCC)CCCC (tetrabutylammonium fluoride), [Cl-].[Na+] (sodium chloride). Run in C1CCOC1 (THF). Product: C(C)OC(C)O[C@@H]1C(C(C[C@H](C1)OC(C)OCC)O)C ((3S,5R)-3,5-Bis(1-ethoxyethoxy)-2-methylcyclohexanol). Yield: 68.4%. RXN SMILES: [CH2:1]([O:3][CH:4]([O:6][C@H:7]1[CH2:12][C@H:11]([O:13][CH:14]([O:16][CH2:17][CH3:18])[CH3:15])[CH2:10][CH:9]([O:19][Si](C(C)(C)C)(C2C=CC=CC=2)C2C=CC=CC=2)[CH:8]1[CH3:37])[CH3:5])[CH3:2].[F-].C([N+](CCCC)(CCCC)CCCC)CCC.[Cl-].[Na+]>C1COCC1>[CH2:1]([O:3][CH:4]([O:6][C@H:7]1[CH2:12][C@H:11]([O:13][CH:14]([O:16][CH2:17][CH3:18])[CH3:15])[CH2:10][CH:9]([OH:19])[CH:8]1[CH3:37])[CH3:5])[CH3:2] |f:1.2,3.4|. Reported procedure: 6.48 g (12.14 mmol) of 18 and 6.31 g (20 mmol) of tetrabutylammonium fluoride (hydrate) in 150 ml of THF is stirred overnight at room temperature. Then, it is hydrolyzed with sodium chloride solution, extracted with ethyl acetate, washed with sodium chloride solution and dried on sodium sulfate. After concentration by evaporation, the residue is chromatographed on silica gel (mobile solvent: EE:H=8:2), whereby 2.41 g (8.3 mmol) of title compound 19 is obtained.